This data is from the Open Reaction Database (ORD), a public repository of structured organic reaction records. The task is: describe an organic reaction: reactants, conditions, products, and yield The reactants are BrC(CC12CC3(CC(CC(C1)(C3)C)(C2)C)C23CC1(CC(CC(C2)(C1)C)(C3)C)CC(Br)Br)Br (3,3′-bis(2,2′-dibromoethyl)-5,5′,7,7′-tetramethyl-1,1′-biadamantane), N,N-dimethylsulfoxide, ion-exchange, CC(C)([O-])C.[K+] (potassium tert-butoxide). The solvent is O (water). Yields the product C(#C)C12CC3(CC(CC(C1)(C3)C)(C2)C)C23CC1(CC(CC(C2)(C1)C)(C3)C)C#C (3,3′-diethynyl-5,5′,7,7′-tetramethyl-1,1′-biadamantane). The yield is 92.6%. RXN SMILES: Br[CH:2](Br)[CH2:3][C:4]12[CH2:14][C:8]3([CH3:15])[CH2:9][C:10]([CH3:13])([CH2:12][C:6]([C:16]45[CH2:26][C:20]6([CH3:27])[CH2:21][C:22]([CH3:25])([CH2:24][C:18]([CH2:28][CH:29](Br)Br)([CH2:19]6)[CH2:17]4)[CH2:23]5)([CH2:7]3)[CH2:5]1)[CH2:11]2.CC(C)([O-])C.[K+]>O>[C:3]([C:4]12[CH2:11][C:10]3([CH3:13])[CH2:9][C:8]([CH3:15])([CH2:7][C:6]([C:16]45[CH2:26][C:20]6([CH3:27])[CH2:21][C:22]([CH3:25])([CH2:24][C:18]([C:28]#[CH:29])([CH2:19]6)[CH2:17]4)[CH2:23]5)([CH2:12]3)[CH2:5]1)[CH2:14]2)#[CH:2] |f:1.2|. Procedure: Next, 63.4 g of the 3,3′-bis(2,2′-dibromoethyl)-5,5′,7,7′-tetramethyl-1,1′-biadamantane obtained above (90.9 mmol), 200 ml of N,N-dimethylsulfoxide and a stirrer were charged in a 500 mL recovery flask. Under nitrogen flow, 28 g of potassium tert-butoxide (250 mmol) was added with agitating at room temperature. After the addition, the mixture was agitated at room temperature for 48 hours. Reaction solution was added to 400 mL of ion-exchange water. An aqueous layer was separated and removed ther... Starting materials: C1(=CC=CC=C1)NC(CCN)C1=CC=CC=C1 (N,1-diphenyl-1,3-propanediamine), C(C1=CC=CC=C1)(=O)O (benzoic acid), O (water). The solvent is C=1(C(=CC=CC1)C)C (xylene). Product: C1(=CC=CC=C1)C(CCNC(C1=CC=CC=C1)=O)NC1=CC=CC=C1 (N-[3-Phenyl-3-(phenylamino)propyl]benzamide). The yield is 27.5%. Reaction SMILES: [C:1]1([NH:7][CH:8]([C:12]2[CH:17]=[CH:16][CH:15]=[CH:14][CH:13]=2)[CH2:9][CH2:10][NH2:11])[CH:6]=[CH:5][CH:4]=[CH:3][CH:2]=1.[C:18](O)(=[O:25])[C:19]1[CH:24]=[CH:23][CH:22]=[CH:21][CH:20]=1.O>C1(C)C(C)=CC=CC=1>[C:12]1([CH:8]([NH:7][C:1]2[CH:2]=[CH:3][CH:4]=[CH:5][CH:6]=2)[CH2:9][CH2:10][NH:11][C:18](=[O:25])[C:19]2[CH:24]=[CH:23][CH:22]=[CH:21][CH:20]=2)[CH:17]=[CH:16][CH:15]=[CH:14][CH:13]=1. Procedure: A solution of N,1-diphenyl-1,3-propanediamine (5.0 g, 22 mmoles, described in Example 2) and benzoic acid (12.5 g, 105 mmoles) in dry xylene (300 ml) is refluxed for 20 hr using a Dean-Stark water separator. The mixture is cooled and washed with several portions of 2 N hydrochloric acid. The aqueous extracts are combined, basified with dilute sodium hydroxide and extracted with chloroform. The organic extract is washed with brine, dried over magnesium sulfate and evaporated. The residue is chrom... The reactants are CC(O)(C#C)C (dimethylethynyl carbinol), P(O)(O)(O)=O (phosphoric acid), C(C)(=O)OC(C)=O (acetic anhydride). Reagents/catalysts: C(C)(=O)OC(C)=O (acetic anhydride). The solvent is CO (carbinol). Conditions: time 8 hour. Product: C(C)(=O)OC(C#C)(C)C (Dimethylethynylcarbinol acetate). As a reaction SMILES: [CH3:1][C:2]([CH3:6])([C:4]#[CH:5])[OH:3].P(=O)(O)(O)O.[C:12](OC(=O)C)(=[O:14])[CH3:13]>C(OC(=O)C)(=O)C.CO>[C:12]([O:3][C:2]([CH3:6])([CH3:1])[C:4]#[CH:5])(=[O:14])[CH3:13]. Procedure: 112 g (one mole) of freshly distilled dimethylethynyl carbinol is treated with 1.2 moles of acetic anhydride containing 10 drops of 85% phosphoric acid. The acetic anhydride is added to the carbinol dropwise with shaking while maintaining the temperature under 40°. The mixture is allowed to stand overnight, washed with two 75 ml portions of cold water, and the water washings are extracted with ether. The ether extract is added to the main portion of ester and the combined ethereal solution is wa... The reactants are NC=1C=C(COCC(=O)OCC=C)C=CC1 (Allyl 3-aminobenzyloxyacetate), C(C)(=O)S[C@H]1C[C@H](N(C1)C(=O)OCC=C)C(=O)O ((2S,4S)-4-acetylthio-1-allyloxycarbonyl-2-carboxypyrrolidine), NC=1C=C(OCC(=O)OCC=C)C=CC1 (allyl 3-aminophenoxyacetate). Product: C(C)(=O)S[C@H]1C[C@H](N(C1)C(=O)OCC=C)C(NC1=CC(=CC=C1)COCC(=O)OCC=C)=O ((2S,4S)-4-acetylthio-1-allyloxycarbonyl-2-(3(allyloxycarbonylmethoxymethyl)phenylcarbamoyl)pyrrolidine). RXN SMILES: [NH2:1][C:2]1[CH:3]=[C:4]([CH:14]=[CH:15][CH:16]=1)[CH2:5][O:6][CH2:7][C:8]([O:10][CH2:11][CH:12]=[CH2:13])=[O:9].[C:17]([S:20][C@@H:21]1[CH2:25][N:24]([C:26]([O:28][CH2:29][CH:30]=[CH2:31])=[O:27])[C@H:23]([C:32](O)=[O:33])[CH2:22]1)(=[O:19])[CH3:18].NC1C=C(C=CC=1)OCC(OCC=C)=O>>[C:17]([S:20][C@@H:21]1[CH2:25][N:24]([C:26]([O:28][CH2:29][CH:30]=[CH2:31])=[O:27])[C@H:23]([C:32](=[O:33])[NH:1][C:2]2[CH:16]=[CH:15][CH:14]=[C:4]([CH2:5][O:6][CH2:7][C:8]([O:10][CH2:11][CH:12]=[CH2:13])=[O:9])[CH:3]=2)[CH2:22]1)(=[O:19])[CH3:18]. Reported procedure: Allyl 3-aminobenzyloxyacetate was condensed with (2S,4S)-4-acetylthio-1-allyloxycarbonyl-2-carboxypyrrolidine by the method described in example 3 for allyl 3-aminophenoxyacetate, except that crude product was purified by chromatography on silica, using a gradient from di-chloromethane to dichloromethane/diethyl ether (85:15), to give (2S,4S)-4-acetylthio-1-allyloxycarbonyl-2-(3(allyloxycarbonylmethoxymethyl)phenylcarbamoyl)pyrrolidine. Starting materials: N#C[Cu], [Fe+2], CC(=O)n1ccc2c(I)ccnc21, C1COCCO1, O=C(C=Cc1ccccc1)C=Cc1ccccc1, O=C(C=Cc1ccccc1)C=Cc1ccccc1, O=C(C=Cc1ccccc1)C=Cc1ccccc1, [Pd], [Pd], c1ccc(P(c2ccccc2)[c-]2cccc2)cc1, c1ccc(P(c2ccccc2)[c-]2cccc2)cc1. Yields the product CC(=O)n1ccc2c(C#N)ccnc21. Reaction SMILES: [Cu:14][C:15]#[N:16].[Fe+2:115].[I:1][c:2]1[c:3]2[c:4]([n:5][cH:6][cH:7]1)[n:8]([C:11]([CH3:12])=[O:13])[cH:9][cH:10]2.[O:17]1[CH2:18][CH2:19][O:20][CH2:21][CH2:22]1.[O:25]=[C:26]([CH:27]=[CH:28][c:29]1[cH:30][cH:31][cH:32][cH:33][cH:34]1)[CH:35]=[CH:36][c:37]1[cH:38][cH:39][cH:40][cH:41][cH:42]1.[O:43]=[C:44]([CH:45]=[CH:46][c:47]1[cH:48][cH:49][cH:50][cH:51][cH:52]1)[CH:53]=[CH:54][c:55]1[cH:56][cH:57][cH:58][cH:59][cH:60]1.[O:61]=[C:62]([CH:63]=[CH:64][c:65]1[cH:66][cH:67][cH:68][cH:69][cH:70]1)[CH:71]=[CH:72][c:73]1[cH:74][cH:75][cH:76][cH:77][cH:78]1.[Pd:23].[Pd:24].[cH:79]1[cH:80][cH:81][c:82]([P:83]([c:84]2[cH:85][cH:86][cH:87][cH:88][cH:89]2)[c-:90]2[cH:91][cH:92][cH:93][cH:94]2)[cH:95][cH:96]1.[cH:97]1[cH:98][cH:99][c:100]([P:101]([c:102]2[cH:103][cH:104][cH:105][cH:106][cH:107]2)[c-:108]2[cH:109][cH:110][cH:111][cH:112]2)[cH:113][cH:114]1>>[c:2]1([C:15]#[N:16])[c:3]2[c:4]([n:5][cH:6][cH:7]1)[n:8]([C:11]([CH3:12])=[O:13])[cH:9][cH:10]2. Reactants: BrC=1C(=CC=2C3(CCC(C2C1)(CC3)C)C)O (5-bromo-1,8-dimethyl-tricyclo[6.2.2.02,7]dodeca-2(7),3,5-trien-4-ol), BrC=1C(=CC=2C3(CCC(C2C1)(CC3)C)C)O (5-bromo-1,8-dimethyl-tricyclo[6.2.2.02,7]dodeca-2(7),3,5-trien-4-ol), C([O-])([O-])=O.[K+].[K+] (potassium carbonate), IC (iodomethane). Solvent: CC(=O)C (acetone). Run at temperature 25 celsius, time 12 hour. The product is BrC1=CC=2C3(CCC(C2C=C1OC)(CC3)C)C (4-Bromo-5-methoxy-1,8-dimethyl-tricyclo[6.2.2.02,7]dodeca-2(7),3,5-triene). RXN SMILES: [Br:1][C:2]1[C:3]([OH:16])=[CH:4][C:5]2[C:6]3([CH3:15])[CH2:13][CH2:12][C:9]([CH3:14])([C:10]=2[CH:11]=1)[CH2:8][CH2:7]3.[C:17](=O)([O-])[O-].[K+].[K+].IC>CC(C)=O>[Br:1][C:2]1[C:3]([O:16][CH3:17])=[CH:4][C:5]2[C:6]3([CH3:15])[CH2:13][CH2:12][C:9]([CH3:14])([CH2:8][CH2:7]3)[C:10]=2[CH:11]=1 |f:1.2.3|. Procedure: To a solution of 5-bromo-1,8-dimethyl-tricyclo[6.2.2.02,7]dodeca-2(7),3,5-trien-4-ol (Compound 3, 0.825 g, 2.94 mmol) in 10 mL of anhydrous acetone was added potassium carbonate (0.128 g, 8.82 mmol) and iodomethane (0.1 mL, 8.82 mmol). The reaction mixture was stirred at 25° C. for 12 hours and filtered. The filtrate was concentrated, and then it was diluted with ether and washed with water and brine. The organic layer was dried over Na2SO4, and filtered, and concentrated under reduced pressure.... Reactants: [BH4-], CC(=O)O, NCc1ccco1, CCCOc1ccc(C=O)cc1, COC(OC)OC, CO, [Na+]. The product is CCCOc1ccc(CNCc2ccco2)cc1. RXN SMILES: [BH4-:27].[C:31]([OH:32])(=[O:33])[CH3:34].[CH2:13]([c:14]1[cH:15][cH:16][cH:17][o:18]1)[NH2:19].[CH2:1]([CH2:2][CH3:3])[O:4][c:5]1[cH:6][cH:7][c:8]([CH:9]=[O:10])[cH:11][cH:12]1.[CH3:20][O:21][CH:22]([O:23][CH3:24])[O:25][CH3:26].[CH3:29][OH:30].[Na+:28]>>[CH2:1]([CH2:2][CH3:3])[O:4][c:5]1[cH:6][cH:7][c:8]([CH2:9][NH:19][CH2:13][c:14]2[cH:15][cH:16][cH:17][o:18]2)[cH:11][cH:12]1.